This data is from the Open Reaction Database (ORD), a public repository of structured organic reaction records. The task is: describe an organic reaction: reactants, conditions, products, and yield Starting materials: CCN(CC)CCCn1nc(N)c2c(Cl)cccc21, CCOCC, CC(C)Br, [Mg], O, O=C=O, O, O=S(=O)(O)O. Product: CCN(CC)CCCn1nc(N)c2c(O)cccc21. As a reaction SMILES: [CH2:2]([CH3:3])[N:4]([CH2:5][CH2:6][CH2:7][n:8]1[n:9][c:10]([NH2:18])[c:11]2[c:12]([Cl:17])[cH:13][cH:14][cH:15][c:16]12)[CH2:19][CH3:20].[CH3:35][CH2:36][O:37][CH2:38][CH3:39].[CH:21]([Br:22])([CH3:23])[CH3:24].[Mg:1].[O:25].[O:26]=[C:27]=[O:28].[OH2:34].[S:29](=[O:30])(=[O:31])([OH:32])[OH:33]>>[CH2:2]([CH3:3])[N:4]([CH2:5][CH2:6][CH2:7][n:8]1[n:9][c:10]([NH2:18])[c:11]2[c:12]([OH:26])[cH:13][cH:14][cH:15][c:16]12)[CH2:19][CH3:20]. Reactants: FC1=C(C(=O)CCCCC(=O)[C-]2C=CC=C2)C=CC=C1.[CH-]1C=CC=C1.[Fe+2] (5-(2-Fluorobenzoyl)-pentanoylferrocene), S(O)(O)(=O)=O (sulphuric acid), O (water). Run in C(C)(=O)O (acetic acid). The product is [C-]1(C=CC=C1)C1=C(CCC1)C(C1=C(C=CC=C1)F)=O.[CH-]1C=CC=C1.[Fe+2] (1-ferrocenyl-2-[2-fluorobenzoyl)cyclopent-1-ene). As a reaction SMILES: [F:1][C:2]1[CH:20]=[CH:19][CH:18]=[CH:17][C:3]=1[C:4]([CH2:6][CH2:7][CH2:8][CH2:9][C:10]([C-:12]1[CH:16]=[CH:15][CH:14]=[CH:13]1)=O)=[O:5].[CH-:21]1[CH:25]=[CH:24][CH:23]=[CH:22]1.[Fe+2:26].S(=O)(=O)(O)O.O>C(O)(=O)C>[C-:12]1([C:10]2[CH2:9][CH2:8][CH2:7][C:6]=2[C:4](=[O:5])[C:3]2[CH:17]=[CH:18][CH:19]=[CH:20][C:2]=2[F:1])[CH:16]=[CH:15][CH:14]=[CH:13]1.[CH-:21]1[CH:25]=[CH:24][CH:23]=[CH:22]1.[Fe+2:26] |f:0.1.2,6.7.8|. Procedure details: 5-(2-Fluorobenzoyl)-pentanoylferrocene (16g, 0.04 mole) and 5% v/v concentrated sulphuric acid in glacial acetic acid (300 ml) were stirred for 15 minutes at room temperature and were then poured into water. The aqueous layer was extracted with chloroform. The combined extracts were washed with water, dried (magnesium sulphate) and evaporated under vacuum. The resulting oil was purified by preparative thin layer chromatography using silica gel, with toluene as eluent, to yield pure b 1-ferroceny... Starting materials: BrC1=CC=C(C=C1)F (1-bromo-4-fluorobenzene), BrC1=CC=C(C=C1)F (1-bromo-4-fluorobenzene), N1CCNCC1 (piperazine). Reagents/catalysts: C(C)(=O)[O-].[Pd+2].C(C)(=O)[O-] (palladium acetate). Run in CC=1C=CC=CC1C (o-xylene), CC=1C=CC=CC1C (o-xylene), CC=1C=CC=CC1C (o-xylene), CC=1C=CC=CC1C (o-xylene). Run at temperature 120 celsius. The product is FC1=CC=C(C=C1)N1CCNCC1 (N-(4-fluorophenyl)piperazine). Yield: 95.0%. RXN SMILES: [NH:1]1[CH2:6][CH2:5][NH:4][CH2:3][CH2:2]1.Br[C:8]1[CH:13]=[CH:12][C:11]([F:14])=[CH:10][CH:9]=1>CC1C=CC=CC=1C.C([O-])(=O)C.[Pd+2].C([O-])(=O)C>[F:14][C:11]1[CH:12]=[CH:13][C:8]([N:1]2[CH2:6][CH2:5][NH:4][CH2:3][CH2:2]2)=[CH:9][CH:10]=1 |f:3.4.5|. Procedure: A 200 ml Kjeldahl flask equipped with a cooling condenser and a thermometer was charged with a solution of 22.0 g of piperazine in 20 ml of o-xylene, a solution of 7.47 g of 1-bromo-4-fluorobenzene in 20 ml of o-xylene, and a solution of 5.66 g of NaOBut in 20 ml of o-xylene, and further with a solution of 48 mg of palladium acetate in 5 ml of o-xylene (the ratio of palladium atom/1-bromo-4-fluorobenzene=0.5% by mole). The flask was flushed with nitrogen for about 20 minutes while the content wa... Reactants: CCO, O=C(OCc1ccccc1)N1CC(O)C(Oc2ccccc2)C1. Product: OC1CNCC1Oc1ccccc1. Reaction SMILES: [CH3:24][CH2:25][OH:26].[OH:1][CH:2]1[CH2:3][N:4]([C:14]([O:15][CH2:16][c:17]2[cH:18][cH:19][cH:20][cH:21][cH:22]2)=[O:23])[CH2:5][CH:6]1[O:7][c:8]1[cH:9][cH:10][cH:11][cH:12][cH:13]1>>[OH:1][CH:2]1[CH2:3][NH:4][CH2:5][CH:6]1[O:7][c:8]1[cH:9][cH:10][cH:11][cH:12][cH:13]1. Starting materials: ClC1=CC=NC=2N1N=C(C2I)C2=C(C=CC=C2)Cl (7-chloro-2-(2-chlorophenyl)-3-iodopyrazolo[1,5-a]pyrimidine), ClC1=CC=C(C=C1)B(O)O (4-chlorophenylboronic acid), C(=O)([O-])[O-].[Na+].[Na+] (Na2CO3). Reagents/catalysts: C=1C=CC(=CC1)[P](C=2C=CC=CC2)(C=3C=CC=CC3)[Pd]([P](C=4C=CC=CC4)(C=5C=CC=CC5)C=6C=CC=CC6)([P](C=7C=CC=CC7)(C=8C=CC=CC8)C=9C=CC=CC9)[P](C=1C=CC=CC1)(C=1C=CC=CC1)C=1C=CC=CC1 (tetrakis(triphenylphosphine)palladium). Run in C(C)O (ethanol), O (water). Conditions: temperature 72 celsius. The product is ClC1=CC=C(C=C1)C=1C(=NN2C1N=CC=C2C2=CC=C(C=C2)Cl)C2=C(C=CC=C2)Cl (3,7-Bis-(4-chlorophenyl)-2-(2-chlorophenyl)-pyrazolo[1,5-a]pyrimidine). Reaction SMILES: Cl[C:2]1[N:7]2[N:8]=[C:9]([C:12]3[CH:17]=[CH:16][CH:15]=[CH:14][C:13]=3[Cl:18])[C:10](I)=[C:6]2[N:5]=[CH:4][CH:3]=1.[Cl:19][C:20]1[CH:25]=[CH:24][C:23](B(O)O)=[CH:22][CH:21]=1.C([O-])([O-])=O.[Na+].[Na+]>C(O)C.O.C1C=CC([P]([Pd]([P](C2C=CC=CC=2)(C2C=CC=CC=2)C2C=CC=CC=2)([P](C2C=CC=CC=2)(C2C=CC=CC=2)C2C=CC=CC=2)[P](C2C=CC=CC=2)(C2C=CC=CC=2)C2C=CC=CC=2)(C2C=CC=CC=2)C2C=CC=CC=2)=CC=1>[Cl:19][C:20]1[CH:25]=[CH:24][C:23]([C:10]2[C:9]([C:12]3[CH:17]=[CH:16][CH:15]=[CH:14][C:13]=3[Cl:18])=[N:8][N:7]3[C:2]([C:16]4[CH:15]=[CH:14][C:13]([Cl:18])=[CH:12][CH:17]=4)=[CH:3][CH:4]=[N:5][C:6]=23)=[CH:22][CH:21]=1 |f:2.3.4,^1:42,44,63,82|. Procedure: A mixture of 7-chloro-2-(2-chlorophenyl)-3-iodopyrazolo[1,5-a]pyrimidine (I-1A-1d; 50 mg, 0.13 mmol), 4-chlorophenylboronic acid (30 mg, 0.19 mmol), Na2CO3 (108 mg, 0.67 mmol), and tetrakis(triphenylphosphine)palladium (15 mg, 0.013 mmol) in ethanol (1 ml) and water (0.23 ml) was degassed (3×) by pulling a vacuum followed by refilling with nitrogen gas. The reaction was heated at 72° C. for 2 hr, cooled to room temperature, and then extracted from water with ethyl acetate. The combined organic l... Reactants: B, C1CCOC1, [Cl-], O=C(O)Cc1cccc(I)c1, [NH4+]. The product is OCCc1cccc(I)c1. Reaction SMILES: [BH3:1].[CH2:15]1[O:16][CH2:17][CH2:18][CH2:19]1.[Cl-:13].[I:2][c:3]1[cH:4][c:5]([CH2:9][C:10](=[O:11])[OH:12])[cH:6][cH:7][cH:8]1.[NH4+:14]>>[I:2][c:3]1[cH:4][c:5]([CH2:9][CH2:10][OH:11])[cH:6][cH:7][cH:8]1. The reactants are N1CCCC1 (pyrrolidine), C(#N)C1=CC=C(C=C1)NC(C(=O)OCC)C1=CC(=CC(=C1)C#C[Si](C)(C)C)CO (ethyl (RS)-(4-cyano-phenylamino)-(3-hydroxymethyl-5-trimethylsilanylethynyl-phenyl)-acetate), CS(=O)(=O)Cl (methanesulphonyl chloride). Run in C(C)N(CC)CC (triethylamine), C(Cl)Cl (CH2Cl2), C(C)N(CC)CC (triethylamine), C1CCOC1 (THF). Run at time 8 hour. The product is C(#N)C1=CC=C(C=C1)NC(C(=O)OCC)C1=CC(=CC(=C1)C#C[Si](C)(C)C)CN1CCCC1 (ethyl (RS)-(4-cyano-phenylamino)-(3-pyrrolidin-1-ylmethyl-5-trimethylsilanylethynyl-phenyl)-acetate). RXN SMILES: [C:1]([C:3]1[CH:8]=[CH:7][C:6]([NH:9][CH:10]([C:16]2[CH:21]=[C:20]([C:22]#[C:23][Si:24]([CH3:27])([CH3:26])[CH3:25])[CH:19]=[C:18]([CH2:28]O)[CH:17]=2)[C:11]([O:13][CH2:14][CH3:15])=[O:12])=[CH:5][CH:4]=1)#[N:2].CS(Cl)(=O)=O.[NH:35]1[CH2:39][CH2:38][CH2:37][CH2:36]1>C(Cl)Cl.C(N(CC)CC)C.C1COCC1>[C:1]([C:3]1[CH:4]=[CH:5][C:6]([NH:9][CH:10]([C:16]2[CH:21]=[C:20]([C:22]#[C:23][Si:24]([CH3:26])([CH3:27])[CH3:25])[CH:19]=[C:18]([CH2:28][N:35]3[CH2:39][CH2:38][CH2:37][CH2:36]3)[CH:17]=2)[C:11]([O:13][CH2:14][CH3:15])=[O:12])=[CH:7][CH:8]=1)#[N:2]. Procedure: 398 mg of the ethyl (RS)-(4-cyano-phenylamino)-(3-hydroxymethyl-5-trimethylsilanylethynyl-phenyl)-acetate described in Example 156.3 were dissolved in 6 ml of CH2Cl2 g and 0.41 ml of triethylamine followed by 0.1 ml of methanesulphonyl chloride were added dropwise at 0° C. The mixture was stirred overnight and an intermediate was then isolated by extraction. This was taken up in 5 ml of THF and stirred together with 0.41 ml of triethylamine and 0.32 ml of pyrrolidine. By repeat extraction there ... Reactants: N1(C=CC=C1)NC1=CC=NC=C1 (N-(1H-pyrrol-1-yl)-4-pyridinamine), C([O-])(O)=O.[Na+] (sodium bicarbonate), ClC(=O)OCC (ethyl chloroformate). The solvent is ClCCl (dichloromethane), ClCCl (dichloromethane). The product is C(C)OC(N(N1C=CC=C1)C1=CC=NC=C1)=O (N-(4-Pyridinyl)-N-(1H-pyrrol-1-yl)carbamic acid ethyl ester). RXN SMILES: [N:1]1([NH:6][C:7]2[CH:12]=[CH:11][N:10]=[CH:9][CH:8]=2)[CH:5]=[CH:4][CH:3]=[CH:2]1.C(=O)(O)[O-].[Na+].Cl[C:19]([O:21][CH2:22][CH3:23])=[O:20]>ClCCl>[CH2:22]([O:21][C:19](=[O:20])[N:6]([C:7]1[CH:12]=[CH:11][N:10]=[CH:9][CH:8]=1)[N:1]1[CH:2]=[CH:3][CH:4]=[CH:5]1)[CH3:23] |f:1.2|. Procedure: To a solution containing 9 g of N-(1H-pyrrol-1-yl)-4-pyridinamine and 15 g of sodium bicarbonate in 350 ml of dichloromethane was added a solution containing 6.7 g of ethyl chloroformate in 50 ml of dichloromethane. Run in ClCCl (dichloromethane), ClCCl (dichloromethane), C(C)N(CC)CC (triethylamine). RXN SMILES: ClC(Cl)(O[C:5](=[O:11])OC(Cl)(Cl)Cl)Cl.[NH2:13][C:14]1[CH:19]=[CH:18][C:17]([CH2:20][C:21]([NH:23][C:24]2[CH:29]=[CH:28][C:27]([CH:30]([CH3:39])[CH2:31][C:32]([O:34][C:35]([CH3:38])([CH3:37])[CH3:36])=[O:33])=[CH:26][CH:25]=2)=[O:22])=[CH:16][C:15]=1[O:40][CH3:41].[NH:42]1[C:50]2[C:45](=[CH:46][CH:47]=[CH:48][CH:49]=2)[CH2:44][CH2:43]1>ClCCl.C(N(CC)CC)C>[N:42]1([C:5]([NH:13][C:14]2[CH:19]=[CH:18][C:17]([CH2:20][C:21]([NH:23][C:24]3[CH:29]=[CH:28][C:27]([CH:30]([CH3:39])[CH2:31][C:32]([O:34][C:35]([CH3:36])([CH3:37])[CH3:38])=[O:33])=[CH:26][CH:25]=3)=[O:22])=[CH:16][C:15]=2[O:40][CH3:41])=[O:11])[C:50]2[C:45](=[CH:46][CH:47]=[CH:48][CH:49]=2)[CH2:44][CH2:43]1. Product: N1(CCC2=CC=CC=C12)C(=O)NC1=C(C=C(C=C1)CC(=O)NC1=CC=C(C=C1)C(CC(=O)OC(C)(C)C)C)OC (tert-Butyl 3-[4-(2-{4-[(2,3-dihydro-indole-1-carbonyl)-amino]-3-methoxy-phenyl}-acetylamino)-phenyl]-butyrate). Run at time 1 hour. Procedure details: Triphosgene (150 mg) was added to a stirred solution of tert-butyl 3-[4-({4-amino-3-methoxyphenyl}acetylamino)phenyl]butyrate (540 mg, Reference Example 2) in dichloromethane (50 ml) at 0-5° C. under an atmosphere of nitrogen. After stirring for one hour the mixture was treated with a solution of indoline (0.15 ml) in dichloromethane (2.5 ml) and triethylamine (0.51 ml). This mixture was allowed to stand at room temperature overnight and then evaporated. The residual gummy solid was suspended in... The reactants are ClC(Cl)(OC(OC(Cl)(Cl)Cl)=O)Cl (Triphosgene), NC1=C(C=C(C=C1)CC(=O)NC1=CC=C(C=C1)C(CC(=O)OC(C)(C)C)C)OC (tert-butyl 3-[4-({4-amino-3-methoxyphenyl}acetylamino)phenyl]butyrate), N1CCC2=CC=CC=C12 (indoline).